Dataset: the Open Reaction Database (ORD), a public repository of structured organic reaction records. Task: describe an organic reaction: reactants, conditions, products, and yield Product: Cl, CC(=O)OC(C)C(C)OC(=O)C(N)Cc1ccc(O)c(O)c1. The reactants are C1COCCO1, Cl, CC(=O)OC(C)C(C)OC(=O)C(Cc1ccc(O)c(O)c1)NC(=O)OC(C)(C)C. RXN SMILES: [CH2:31]1[O:32][CH2:33][CH2:34][O:35][CH2:36]1.[ClH:30].[OH:1][c:2]1[cH:3][c:4]([CH2:9][CH:10]([C:11](=[O:12])[O:13][CH:14]([CH:15]([CH3:16])[O:17][C:18]([CH3:19])=[O:20])[CH3:21])[NH:22][C:23]([O:24][C:25]([CH3:26])([CH3:27])[CH3:28])=[O:29])[cH:5][cH:6][c:7]1[OH:8]>>[ClH:30].[OH:1][c:2]1[cH:3][c:4]([CH2:9][CH:10]([C:11](=[O:12])[O:13][CH:14]([CH:15]([CH3:16])[O:17][C:18]([CH3:19])=[O:20])[CH3:21])[NH2:22])[cH:5][cH:6][c:7]1[OH:8].